From a dataset of the Open Reaction Database (ORD), a public repository of structured organic reaction records. describe an organic reaction: reactants, conditions, products, and yield Reactants: CC=1NC2=CC=CC=C2C1 (2-methyl-1H-indole), [Cl-].CC1=CC=C(C=[N+](C)C)C=C1 ((4-methyl-benzylidene)-dimethylammonium chloride), CC1=CC=C(C=O)C=C1 (4-methyl-benzaldehyde), CNC (dimethylamine). Yields the product CN(C(C1=CC=C(C=C1)C)C1=C(NC2=CC=CC=C12)C)C (Dimethyl-[(2-methyl-1H-indol-3-yl)-p-tolyl-methyl]-amine). Reaction SMILES: [CH3:1][C:2]1[NH:3][C:4]2[C:9]([CH:10]=1)=[CH:8][CH:7]=[CH:6][CH:5]=2.[Cl-].[CH3:12][C:13]1[CH:22]=[CH:21][C:16]([CH:17]=[N+:18]([CH3:20])[CH3:19])=[CH:15][CH:14]=1.CC1C=CC(C=O)=CC=1.CNC>>[CH3:19][N:18]([CH3:20])[CH:17]([C:10]1[C:9]2[C:4](=[CH:5][CH:6]=[CH:7][CH:8]=2)[NH:3][C:2]=1[CH3:1])[C:16]1[CH:21]=[CH:22][C:13]([CH3:12])=[CH:14][CH:15]=1 |f:1.2|. Procedure: The preparation was carried out in accordance with general synthesis instructions 4 from 2-methyl-1H-indole and (4-methyl-benzylidene)-dimethylammonium chloride, which had been prepared in accordance with example 44 from 4-methyl-benzaldehyde and dimethylamine. Reaction SMILES: C[O:2][C:3](=[O:24])[C:4]1[CH:9]=[C:8]([C:10]2[S:11][CH:12]=[C:13]([C:15]3[CH:20]=[CH:19][C:18]([Cl:21])=[C:17]([Cl:22])[CH:16]=3)[N:14]=2)[CH:7]=[CH:6][C:5]=1Br.O.[CH3:26][O:27][C:28]1[C:33](B(O)O)=[CH:32][CH:31]=[CH:30][N:29]=1>>[Cl:22][C:17]1[CH:16]=[C:15]([C:13]2[N:14]=[C:10]([C:8]3[CH:7]=[CH:6][C:5]([C:33]4[C:28]([O:27][CH3:26])=[N:29][CH:30]=[CH:31][CH:32]=4)=[C:4]([CH:9]=3)[C:3]([OH:2])=[O:24])[S:11][CH:12]=2)[CH:20]=[CH:19][C:18]=1[Cl:21] |f:1.2|. Reported procedure: Using the conditions of General Procedure B for Suzuki Coupling and Hydrolysis in Parallel Mode, 2-bromo-5-[4-(3,4-dichloro-phenyl)-thiazol-2-yl]-benzoic acid methyl ester (which may be prepared as described for Intermediate 6; 89 mg, 0.2 mmol) was reacted with and 2-methoxypyridine-3-boronic acid hydrate (available from Combi-Blocks Inc.; 68 mg, 0.4 mmol). The resulting ester was hydrolyzed and the acid was purified to give 5-[4-(3,4-dichloro-phenyl)-thiazol-2-yl]-2-(2-methoxy-pyridin-3-yl)-ben... Reactants: ester, COC(C1=C(C=CC(=C1)C=1SC=C(N1)C1=CC(=C(C=C1)Cl)Cl)Br)=O (2-bromo-5-[4-(3,4-dichloro-phenyl)-thiazol-2-yl]-benzoic acid methyl ester), COC(C1=C(C=CC(=C1)C=1SC=C(N1)C1=CC(=C(C=C1)Cl)Cl)Br)=O (2-bromo-5-[4-(3,4-dichloro-phenyl)-thiazol-2-yl]-benzoic acid methyl ester), O.COC1=NC=CC=C1B(O)O (2-methoxypyridine-3-boronic acid hydrate). Product: ClC=1C=C(C=CC1Cl)C=1N=C(SC1)C=1C=CC(=C(C(=O)O)C1)C=1C(=NC=CC1)OC (5-[4-(3,4-dichloro-phenyl)-thiazol-2-yl]-2-(2-methoxy-pyridin-3-yl)-benzoic acid). Yield: 12.0%. Reactants: Cl (hydrochloric acid), C(C)OC(CC1C2=C(B(O1)O)C=C(C=C2C)OC2=NC=NC(=C2)C#N)=O ([6-(6-cyano-pyrimidin-4-yloxy)-1-hydroxy-4-methyl-1,3-dihydro-benzo[c][1,2]oxaborol-3-yl)-acetic acid ethyl ester), [Li+].[OH-] (LiOH). Solvent: C1CCOC1 (THF), O (water). Reaction conditions: temperature 0 celsius, time 5 hour. Product: C(#N)C1=CC(=NC=N1)OC=1C=C(C2=C(B(OC2CC(=O)O)O)C1)C ([6-(6-cyano-pyrimidin-4-yloxy)-1-hydroxy-4-methyl-1,3-dihydro-benzo[c][1,2]oxaborol-3-yl)-acetic acid). The yield is 8.3%. RXN SMILES: C([O:3][C:4](=[O:26])[CH2:5][CH:6]1[O:10][B:9]([OH:11])[C:8]2[CH:12]=[C:13]([O:17][C:18]3[CH:23]=[C:22]([C:24]#[N:25])[N:21]=[CH:20][N:19]=3)[CH:14]=[C:15]([CH3:16])[C:7]1=2)C.[Li+].[OH-].Cl>C1COCC1.O>[C:24]([C:22]1[N:21]=[CH:20][N:19]=[C:18]([O:17][C:13]2[CH:14]=[C:15]([CH3:16])[C:7]3[CH:6]([CH2:5][C:4]([OH:26])=[O:3])[O:10][B:9]([OH:11])[C:8]=3[CH:12]=2)[CH:23]=1)#[N:25] |f:1.2|. Procedure: To a solution [6-(6-cyano-pyrimidin-4-yloxy)-1-hydroxy-4-methyl-1,3-dihydro-benzo[c][1,2]oxaborol-3-yl)-acetic acid ethyl ester (0.2 g, 0.556 mmol) in THF (3 mL) was added a solution of LiOH (0.041 g, 1.69 mmol) in water (3 mL) at 0° C. The resulting mixture was stirred at 0° C. for 5 hours, acidified to pH 2 using 6M hydrochloric acid and extracted with EtOAc. The organic extracts were washed with water, brine, dried over Na2SO4, and concentrated in vacuo. The residue was purified by preparativ... The reactants are O=C([O-])O, N#CCCn1c(CCCN2C3CCC2CC(Cc2ccccc2)C3)nc2ccccc21, CC(C)O, [Na+], [Na]. Yields the product c1ccc(CC2CC3CCC(C2)N3CCCc2nc3ccccc3[nH]2)cc1. As a reaction SMILES: [C:37](=[O:38])([OH:39])[O-:40].[CH2:1]([c:2]1[cH:3][cH:4][cH:5][cH:6][cH:7]1)[CH:8]1[CH2:9][CH:10]2[CH2:11][CH2:12][CH:13]([CH2:14]1)[N:15]2[CH2:16][CH2:17][CH2:18][c:19]1[n:20][c:21]2[c:22]([n:23]1[CH2:24][CH2:25][C:26]#[N:27])[cH:28][cH:29][cH:30][cH:31]2.[CH:32]([OH:33])([CH3:34])[CH3:35].[Na+:41].[Na:36]>>[CH2:1]([c:2]1[cH:3][cH:4][cH:5][cH:6][cH:7]1)[CH:8]1[CH2:9][CH:10]2[CH2:11][CH2:12][CH:13]([CH2:14]1)[N:15]2[CH2:16][CH2:17][CH2:18][c:19]1[nH:20][c:21]2[c:22]([n:23]1)[cH:28][cH:29][cH:30][cH:31]2. Procedure: 1-{4′-[4-((E)-2-Methoxycarbonyl-vinyl)-3-methyl-isoxazol-5-yl]-biphenyl-4-yl}-cyclopropanecarboxylic acid ethyl ester (1.249 g, 2.89 mmol) and 10% palladium on carbon (0.135 g) were combined in EtOAc (25 mL) and stirred under H2 atmosphere for 4 hours. EtOH (25 mL) was added, along with additional 10% palladium on carbon (one spatula), and the reaction was stirred under H2 for 2 days, replacing the balloon of H2 as needed. When no starting material was seen by analytical LCMS, the mixture was fi... Yields the product C(C)OC(=O)C1(CC1)C1=CC=C(C=C1)C1=CC=C(C=C1)C1=C(C(=NO1)C)CCC(=O)OC (1-{4′-[4-(2-Methoxycarbonyl-ethyl)-3-methyl-isoxazol-5-yl]-biphenyl-4-yl}-cyclopropanecarboxylic acid ethyl ester). The reactants are C(C)OC(=O)C1(CC1)C1=CC=C(C=C1)C1=CC=C(C=C1)C1=C(C(=NO1)C)\C=C\C(=O)OC (1-{4′-[4-((E)-2-Methoxycarbonyl-vinyl)-3-methyl-isoxazol-5-yl]-biphenyl-4-yl}-cyclopropanecarboxylic acid ethyl ester), CCO (EtOH). Reaction conditions: time 4 hour. Solvent: CCOC(=O)C (EtOAc). Reagents/catalysts: [Pd] (palladium on carbon), [Pd] (palladium on carbon). Reaction SMILES: [CH2:1]([O:3][C:4]([C:6]1([C:9]2[CH:14]=[CH:13][C:12]([C:15]3[CH:20]=[CH:19][C:18]([C:21]4[O:25][N:24]=[C:23]([CH3:26])[C:22]=4/[CH:27]=[CH:28]/[C:29]([O:31][CH3:32])=[O:30])=[CH:17][CH:16]=3)=[CH:11][CH:10]=2)[CH2:8][CH2:7]1)=[O:5])[CH3:2].CCO>[Pd].CCOC(C)=O>[CH2:1]([O:3][C:4]([C:6]1([C:9]2[CH:10]=[CH:11][C:12]([C:15]3[CH:20]=[CH:19][C:18]([C:21]4[O:25][N:24]=[C:23]([CH3:26])[C:22]=4[CH2:27][CH2:28][C:29]([O:31][CH3:32])=[O:30])=[CH:17][CH:16]=3)=[CH:13][CH:14]=2)[CH2:8][CH2:7]1)=[O:5])[CH3:2]. The reactants are CC(=O)O, CN(C)C=O, COc1ccccc1Oc1c(Cl)nc(-c2ccnc(C#N)c2)nc1NS(=O)(=O)c1ccc(C)cn1, NN, O, O. Product: COc1ccccc1Oc1c(Cl)nc(-c2ccnc(C(=N)NN)c2)nc1NS(=O)(=O)c1ccc(C)cn1. Reaction SMILES: [CH3:40][C:41](=[O:42])[OH:43].[CH:44]([N:45]([CH3:46])[CH3:47])=[O:48].[Cl:1][c:2]1[c:3]([O:27][c:28]2[c:29]([O:34][CH3:35])[cH:30][cH:31][cH:32][cH:33]2)[c:4]([NH:16][S:17](=[O:18])(=[O:19])[c:20]2[n:21][cH:22][c:23]([CH3:26])[cH:24][cH:25]2)[n:5][c:6](-[c:8]2[cH:9][c:10]([C:14]#[N:15])[n:11][cH:12][cH:13]2)[n:7]1.[NH2:37][NH2:38].[OH2:36].[OH2:39]>>[Cl:1][c:2]1[c:3]([O:27][c:28]2[c:29]([O:34][CH3:35])[cH:30][cH:31][cH:32][cH:33]2)[c:4]([NH:16][S:17](=[O:18])(=[O:19])[c:20]2[n:21][cH:22][c:23]([CH3:26])[cH:24][cH:25]2)[n:5][c:6](-[c:8]2[cH:9][c:10]([C:14](=[NH:15])[NH:37][NH2:38])[n:11][cH:12][cH:13]2)[n:7]1.